From a dataset of the Open Reaction Database (ORD), a public repository of structured organic reaction records. describe an organic reaction: reactants, conditions, products, and yield Starting materials: ClC1=C(N)C(=CC(=C1C)Cl)S (2,4-dichloro-6-mercapto-3-methylaniline), C(=O)(N1C=NC=C1)N1C=NC=C1 (1,1'-carbonyldiimidazole). Run in ClCCl (dichloromethane). Reaction conditions: time 1 hour. The product is ClC1=C(C(=CC2=C1NC(S2)=O)Cl)C (4,6-dichloro-5-methyl-2-benzothiazolinone). Isolated yield 59.8%. As a reaction SMILES: [Cl:1][C:2]1[C:8]([CH3:9])=[C:7]([Cl:10])[CH:6]=[C:5]([SH:11])[C:3]=1[NH2:4].[C:12](N1C=CN=C1)(N1C=CN=C1)=[O:13]>ClCCl>[Cl:1][C:2]1[C:3]2[NH:4][C:12](=[O:13])[S:11][C:5]=2[CH:6]=[C:7]([Cl:10])[C:8]=1[CH3:9]. Procedure details: To a solution of 2,4-dichloro-6-mercapto-3-methylaniline (2.08 g) in dichloromethane (40 ml) was added 1,1'-carbonyldiimidazole (1.78 g) at ambient temperature. The mixture was stirred for one hour at the same temperature. The separated precipitate was collected by filtration, washed with dichloromethane, and dried to give 4,6-dichloro-5-methyl-2-benzothiazolinone (1.40 g). The product is COc1ccccc1-c1ccc2cnc(O)nn12. As a reaction SMILES: [CH3:23][C:24]([OH:25])=[O:26].[CH3:3][S:4](=[O:5])[c:6]1[n:7][n:8]2[c:9]([cH:10][n:11]1)[cH:12][cH:13][c:14]2-[c:15]1[c:16]([O:21][CH3:22])[cH:17][cH:18][cH:19][cH:20]1.[Na+:2].[OH-:1].[OH2:27]>>[c:6]1([OH:25])[n:7][n:8]2[c:9]([cH:10][n:11]1)[cH:12][cH:13][c:14]2-[c:15]1[c:16]([O:21][CH3:22])[cH:17][cH:18][cH:19][cH:20]1. Reactants: CC(=O)O, COc1ccccc1-c1ccc2cnc(S(C)=O)nn12, [Na+], [OH-], O. The reactants are C(C)(=O)OCCCCCCCCCCCCCCCCCC(=O)Cl (18-acetoxy-n-octadecanoyl chloride), [Cl-].[Al+3].[Cl-].[Cl-] (aluminum chloride), COC=1C=C(C=C(C1OC)OC)C (3,4,5-trimethoxytoluene), ice water. Solvent: ClCCCl (1,2-dichloroethane), ClCCCl (1,2-dichloroethane). Reaction conditions: time 2 hour. Product: OCCCCCCCCCCCCCCCCCC(=O)C1=C(C=C(C(=C1O)OC)OC)C (6-(18-hydroxy-1-oxooctadecyl)-2,3-dimethoxy-5-methylphenol). The yield is 46.6%. Reaction SMILES: C([O:4][CH2:5][CH2:6][CH2:7][CH2:8][CH2:9][CH2:10][CH2:11][CH2:12][CH2:13][CH2:14][CH2:15][CH2:16][CH2:17][CH2:18][CH2:19][CH2:20][CH2:21][C:22](Cl)=[O:23])(=O)C.[Cl-].[Al+3].[Cl-].[Cl-].[CH3:29][O:30][C:31]1[CH:32]=[C:33]([CH3:41])[CH:34]=[C:35]([O:39]C)[C:36]=1[O:37][CH3:38]>ClCCCl>[OH:4][CH2:5][CH2:6][CH2:7][CH2:8][CH2:9][CH2:10][CH2:11][CH2:12][CH2:13][CH2:14][CH2:15][CH2:16][CH2:17][CH2:18][CH2:19][CH2:20][CH2:21][C:22]([C:34]1[C:35]([OH:39])=[C:36]([O:37][CH3:38])[C:31]([O:30][CH3:29])=[CH:32][C:33]=1[CH3:41])=[O:23] |f:1.2.3.4|. Procedure details: To a solution of 18-acetoxy-n-octadecanoyl chloride (11 g) in 1,2-dichloroethane (50 ml) is added aluminum chloride (7 g) and the mixture is stirred at room temperature for 2 hours. This reaction mixture is cooled to 5° C. and a solution of 3,4,5-trimethoxytoluene (6.2 g) in 1,2-dichloroethane (20 ml) is added. The mixture is stirred at room temperature for 72 hours. Then, this reaction mixture is heated to 50° C.-60° C. and stirred for 30 minutes. After cooling, ice-water is added to the reacti... Isolated yield 75.0%. Run at temperature -15 celsius, time 1 hour. Yields the product BrC=1C=CC2=C(C=C(CCN2C(=O)OC(C)(C)C)C(=O)OC)C1 (methyl 7-bromo-1-(t-butoxycarbonyl)-2,3-dihydro-1H-1-benzazepine-4-carboxylate). The reactants are C(CC(O)(C(=O)O)CC(=O)O)(=O)O (citric acid), [BH4-].[Na+] (sodium borohydride), CO (methanol), BrC=1C=CC2=C(C(C(CCN2C(=O)OC(C)(C)C)C(=O)OC)=O)C1 (methyl 7-bromo-1-(t-butoxycarbonyl)-1,2,3,4-tetrahydro-1-benzazepin-5-one-4-carboxylate). As a reaction SMILES: [Br:1][C:2]1[CH:3]=[CH:4][C:5]2[N:11]([C:12]([O:14][C:15]([CH3:18])([CH3:17])[CH3:16])=[O:13])[CH2:10][CH2:9][CH:8]([C:19]([O:21][CH3:22])=[O:20])[C:7](=O)[C:6]=2[CH:24]=1.[BH4-].[Na+].CO.C(O)(=O)CC(CC(O)=O)(C(O)=O)O>C1COCC1>[Br:1][C:2]1[CH:3]=[CH:4][C:5]2[N:11]([C:12]([O:14][C:15]([CH3:16])([CH3:17])[CH3:18])=[O:13])[CH2:10][CH2:9][C:8]([C:19]([O:21][CH3:22])=[O:20])=[CH:7][C:6]=2[CH:24]=1 |f:1.2|. Procedure: In THF (150 ml) was dissolved methyl 7-bromo-1-(t-butoxycarbonyl)-1,2,3,4-tetrahydro-1-benzazepin-5-one-4-carboxylate (7.2 g). To the solution was added sodium borohydride (0.7 g) at −40° C., and then was added dropwise methanol (15 ml). The mixture was stirred at −15° C. for 1 hour. To the mixture was added 1M citric acid, and the mixture was extracted with ethyl acetate. The organic layer was washed with water and saturated brine and dried with anhydrous magnesium sulfate, and the solvent was ... The solvent is C1CCOC1 (THF). The reactants are C(C)(=O)N1CCC2=CC(=C(C=C12)Cl)I (1-Acetyl-6-chloro-5-iodoindoline), C(=C)[Sn](CCCC)(CCCC)CCCC (vinyl tributyltin). Product: C(C)(=O)N1CCC2=CC(=C(C=C12)Cl)C=C (1-Acetyl-6-chloro-5-vinylindoline). As a reaction SMILES: [C:1]([N:4]1[C:12]2[C:7](=[CH:8][C:9](I)=[C:10]([Cl:13])[CH:11]=2)[CH2:6][CH2:5]1)(=[O:3])[CH3:2].[CH:15]([Sn](CCCC)(CCCC)CCCC)=[CH2:16]>>[C:1]([N:4]1[C:12]2[C:7](=[CH:8][C:9]([CH:15]=[CH2:16])=[C:10]([Cl:13])[CH:11]=2)[CH2:6][CH2:5]1)(=[O:3])[CH3:2]. Procedure details: 1-Acetyl-6-chloro-5-iodoindoline (D60) (0.19 g, 0.6 mmol) was treated with vinyl tributyltin as in the method developed by Stille (A. M. Echavarren and J. K. Stille, J. Am. Chem. Soc., 1987, 109, 5478) to give the title compound (0.13 g) as a brown oil which was used without further purification.